This data is from the Open Reaction Database (ORD), a public repository of structured organic reaction records. The task is: describe an organic reaction: reactants, conditions, products, and yield The reactants are BrC1=C(C(=NC=C1)C)C (4-bromo-2,3-dimethyl-pyridine), B(OC(C)C)(OC(C)C)OC(C)C (triisopropyl borate), [Li]CCCC (n-BuLi). The solvent is C1CCOC1 (THF), C1(=CC=CC=C1)C (toluene), hexanes. Run at temperature -20 celsius, time 2 hour. The product is CC1=NC=CC(=C1C)B(O)O (2,3-Dimethylpyridine-4-boronic acid). RXN SMILES: Br[C:2]1[CH:7]=[CH:6][N:5]=[C:4]([CH3:8])[C:3]=1[CH3:9].[B:10](OC(C)C)([O:15]C(C)C)[O:11]C(C)C.[Li]CCCC>C1COCC1.C1(C)C=CC=CC=1>[CH3:8][C:4]1[C:3]([CH3:9])=[C:2]([B:10]([OH:15])[OH:11])[CH:7]=[CH:6][N:5]=1. Procedure: A solution of 4-bromo-2,3-dimethyl-pyridine (1.38 g) and triisopropyl borate (2.05 mL) in 4 mL dry THF and 14 mL dry toluene was stirred on a dry ice-aceton bath to an internal temperature of −65° C. and 3.56 mL n-BuLi in hexanes was added dropwise over 0.5 h. Stirring continued at −65° C. for additional 2 h, then the bath was removed the mixture allowed to warm to −20° C. Reaction was quenched by addition of 10 mL 2M HCl, then allowed to warm to rt and diluted with more THF. 5M NaOH was added u... Starting materials: [Na] (Sodium), mixture, [N+](=O)([O-])C1=C(C#N)C=C(C(=C1)OCC1=CC=CC=C1)OC (2-nitro-4-benzyloxy-5-methoxybenzonitrile). Solvent: C(Cl)Cl (methylenechloride), O (H2O), S(=O)([O-])S(=O)[O-].[Na+].[Na+] (sodium hydrosulfite), [O-]S(=O)S(=O)[O-].[Na+].[Na+] (Na2S2O4). Run at time 2 hour. The product is NC1=C(C#N)C=C(C(=C1)OCC1=CC=CC=C1)OC (2-amino-4-benzyloxy-5-methoxybenzonitrile). Yield: 96.6%. As a reaction SMILES: [N+:1]([C:4]1[CH:11]=[C:10]([O:12][CH2:13][C:14]2[CH:19]=[CH:18][CH:17]=[CH:16][CH:15]=2)[C:9]([O:20][CH3:21])=[CH:8][C:5]=1[C:6]#[N:7])([O-])=O.[Na]>C(Cl)Cl.O.S(S([O-])=O)([O-])=O.[Na+].[Na+]>[NH2:1][C:4]1[CH:11]=[C:10]([O:12][CH2:13][C:14]2[CH:15]=[CH:16][CH:17]=[CH:18][CH:19]=2)[C:9]([O:20][CH3:21])=[CH:8][C:5]=1[C:6]#[N:7] |f:4.5.6,^1:21|. Procedure: 2-nitro-4-benzyloxy-5-methoxybenzonitrile (40 g, 125 mmol) tetrabutylammonium chloride (21 g, 75 mmol) in methylenechloride (500 ml) was treated with Na2S2O4 (180 g, 87.9 mmol) in H2O (700 ml), sodium hydrosulfite was added over 45 minutes, and the mixture was stirred for 2 hours at room temperature. Sodium hydroxyde was added (pH 8.2) the mixture was extracted with methylene chloride. The organic phase was made acidic with HCl-ether (2.3N, 250 ml), the solid was recovered, suspended in methanol... Starting materials: FC(F)(Br)C(F)(F)Br, O=C([O-])O, [Li]CCCC, CCCCCC, CCc1nn2ccccc2c1N(CC1CC1)C(=O)OC(C)(C)C, [Na+], C1CCOC1. The product is CCc1nn2c(Br)cccc2c1N(CC1CC1)C(=O)OC(C)(C)C. As a reaction SMILES: [Br:35][C:36]([F:37])([F:38])[C:39]([F:40])([F:41])[Br:42].[C:43](=[O:44])([OH:45])[O-:46].[CH2:1]([Li:2])[CH2:3][CH2:4][CH3:5].[CH3:6][CH2:7][CH2:8][CH2:9][CH2:10][CH3:11].[CH:12]1([CH2:15][N:16]([C:17]([O:18][C:19]([CH3:20])([CH3:21])[CH3:22])=[O:23])[c:24]2[c:25]([CH2:33][CH3:34])[n:26][n:27]3[c:28]2[cH:29][cH:30][cH:31][cH:32]3)[CH2:13][CH2:14]1.[Na+:47].[O:48]1[CH2:49][CH2:50][CH2:51][CH2:52]1>>[CH:12]1([CH2:15][N:16]([C:17]([O:18][C:19]([CH3:20])([CH3:21])[CH3:22])=[O:23])[c:24]2[c:25]([CH2:33][CH3:34])[n:26][n:27]3[c:28]2[cH:29][cH:30][cH:31][c:32]3[Br:35])[CH2:13][CH2:14]1. Reactants: O1CCOC12CCC(CC2)N2N=CN=C2 (1-(1,4-Dioxa-spiro[4.5]dec-8-yl)-1H-[1,2,4]triazole). The solvent is C1CCOC1 (THF), Cl (HCl). Run at temperature 40 celsius, time 5 hour. The product is N1(N=CN=C1)C1CCC(CC1)=O (4-[1,2,4]triazol-1-yl-cyclohexanone). Reaction SMILES: O1[C:5]2([CH2:10][CH2:9][CH:8]([N:11]3[CH:15]=[N:14][CH:13]=[N:12]3)[CH2:7][CH2:6]2)[O:4]CC1>C1COCC1.Cl>[N:11]1([CH:8]2[CH2:7][CH2:6][C:5](=[O:4])[CH2:10][CH2:9]2)[CH:15]=[N:14][CH:13]=[N:12]1. Procedure: 1-(1,4-Dioxa-spiro[4.5]dec-8-yl)-1H-[1,2,4]triazole (379 mg, 1.81 mmol) is dissolved in a 1:1 mixture of THF and 3N HCl aqueous solution (9 mL). The resulting mixture is stirred at 40° C. for 5 h. Most of the THF is removed under vacuum then the remaining mixture is neutralized using a 3N NaOH aqueous solution until a basic pH is reached. It is extracted with 3 portions of 10 mL of dichloromethane. The organic portions are combined, dried over anhydrous Na2SO4 and concentrated to afford 4-[1,2,4... The reactants are NC1=NC=CC=C1N (2,3-Diaminopyridine), C(C)(=O)OC(C)=O (acetic anhydride). Solvent: C(Cl)Cl (methylene chloride). The product is C(C)(=O)NC=1C(=NC=CC1)N (3-acetamido-2aminopyridine). The yield is 56.6%. As a reaction SMILES: [NH2:1][C:2]1[C:7]([NH2:8])=[CH:6][CH:5]=[CH:4][N:3]=1.[C:9](OC(=O)C)(=[O:11])[CH3:10]>C(Cl)Cl>[C:9]([NH:8][C:7]1[C:2]([NH2:1])=[N:3][CH:4]=[CH:5][CH:6]=1)(=[O:11])[CH3:10]. Procedure: 2,3-Diaminopyridine (28 g, 0.256 mole) and acetic anhydride (30 mL, 0.38 mole) were stirred at room temp in methylene chloride (770 mL) for 30 min. The mixture was concentrated in vacuo to a brown solid. Recrystallization from methylene chloride/hexane (10/1) gave off-white crystals (21.9 g, 57%) of 3-acetamido-2aminopyridine. This acetamide was combined with 3-chloro-2,4-pentanedione (20 g, 0.146 mole) in abs. ethanol (350 mL) and stirred under reflux for 20 hrs. After cooling, the mixture was ...